From a dataset of the Open Reaction Database (ORD), a public repository of structured organic reaction records. describe an organic reaction: reactants, conditions, products, and yield Reactants: ClC1=C(C=C(C=C1)C=O)N1CCC(CC1)C(=O)OC (methyl 1-(2-chloro-5-formylphenyl)piperidine-4-carboxylate), C1(=CC=CC=C1)[C@@H](C)N ((R)-1-phenylethanamine), C(C)(=O)O (acetic acid), [BH-](OC(=O)C)(OC(=O)C)OC(=O)C.[Na+] (NaBH(OAc)3). Run in ClCCCl (DCE). Run at time 20 hour. Product: ClC1=C(C=C(C=C1)CN[C@H](C)C1=CC=CC=C1)N1CCC(CC1)C(=O)OC ((R)-methyl 1-(2-chloro-5-((1-phenylethylamino)methyl)phenyl)piperidine-4-carboxylate). Isolated yield 86.8%. RXN SMILES: [Cl:1][C:2]1[CH:7]=[CH:6][C:5]([CH:8]=O)=[CH:4][C:3]=1[N:10]1[CH2:15][CH2:14][CH:13]([C:16]([O:18][CH3:19])=[O:17])[CH2:12][CH2:11]1.[C:20]1([C@H:26]([NH2:28])[CH3:27])[CH:25]=[CH:24][CH:23]=[CH:22][CH:21]=1.C(O)(=O)C.[BH-](OC(C)=O)(OC(C)=O)OC(C)=O.[Na+]>ClCCCl>[Cl:1][C:2]1[CH:7]=[CH:6][C:5]([CH2:8][NH:28][C@@H:26]([C:20]2[CH:25]=[CH:24][CH:23]=[CH:22][CH:21]=2)[CH3:27])=[CH:4][C:3]=1[N:10]1[CH2:15][CH2:14][CH:13]([C:16]([O:18][CH3:19])=[O:17])[CH2:12][CH2:11]1 |f:3.4|. Procedure details: To a solution of methyl 1-(2-chloro-5-formylphenyl)piperidine-4-carboxylate 68 (0.180 g, 0.64 mmol) in DCE (3 mL) was added (R)-1-phenylethanamine (0.10 mL, 0.79 mmol), acetic acid (0.040 mL, 0.69 mmol), and NaBH(OAc)3 (0.168 g, 0.79 mmol). The reaction mixture was stirred at room temperature for 20 h, quenched with saturated NaHCO3, and diluted with EtOAc. The organic phase was washed with saturated NaHCO3 (1×), brine (1 x), dried over MgSO4, filtered, and concentrated in vacuo. Purification by... Reactants: ClC1=C(C=CC(=C1Cl)Cl)NN (2,3,4-Trichlorophenylhydrazine), C(C)OC=C(C#N)C#N (ethoxymethylenemalononitrile). The solvent is C(C)O (ethanol). Yields the product NC1=C(C=NN1C1=C(C(=C(C=C1)Cl)Cl)Cl)C#N (5-amino-4-cyano-1-(2,3,4-trichlorophenyl)pyrazole). The yield is 43.9%. As a reaction SMILES: [Cl:1][C:2]1[C:7]([Cl:8])=[C:6]([Cl:9])[CH:5]=[CH:4][C:3]=1[NH:10][NH2:11].C(O[CH:15]=[C:16]([C:19]#[N:20])[C:17]#[N:18])C>C(O)C>[NH2:20][C:19]1[N:10]([C:3]2[CH:4]=[CH:5][C:6]([Cl:9])=[C:7]([Cl:8])[C:2]=2[Cl:1])[N:11]=[CH:15][C:16]=1[C:17]#[N:18]. Reported procedure: 2,3,4-Trichlorophenylhydrazine (21.15 g) was added in portions to a refluxing solution of ethoxymethylenemalononitrile (12.2 g) in ethanol (100 ml). The solution obtained was then heated at reflux for one hour, cooled and evaporated to dryness. The residue thus obtained was triturated with diethyl ether (100 ml) to give 5-amino-4-cyano-1-(2,3,4-trichlorophenyl)pyrazole (12.6 g), m.p. 158°-160° C., in the form of light brown crystals.